From a dataset of the Open Reaction Database (ORD), a public repository of structured organic reaction records. describe an organic reaction: reactants, conditions, products, and yield Starting materials: COC=1C=C(C=CC1)CC(=O)C1=CC=CC=C1 (2-(3-methoxyphenyl)-1-phenylethanone), C(C)OC=1C=C(C=O)C=C(C1O)[N+](=O)[O-] (3-ethoxy-4-hydroxy-5-nitrobenzaldehyde), NC(=O)N (urea), Cl (HCl). The solvent is C(C)O (ethanol). The product is C(C)OC=1C=C(C=C(C1O)[N+](=O)[O-])C1NC(NC(=C1C1=CC(=CC=C1)OC)C1=CC=CC=C1)=O (4-(3-ethoxy-4-hydroxy-5-nitrophenyl)-5-(3-methoxyphenyl)-6-phenyl-3,4-dihydropyrimidin-2(1H)-one). The yield is 2.4%. As a reaction SMILES: [CH3:1][O:2][C:3]1[CH:4]=[C:5]([CH2:9][C:10]([C:12]2[CH:17]=[CH:16][CH:15]=[CH:14][CH:13]=2)=O)[CH:6]=[CH:7][CH:8]=1.[CH2:18]([O:20][C:21]1[CH:22]=[C:23]([CH:26]=[C:27]([N+:30]([O-:32])=[O:31])[C:28]=1[OH:29])[CH:24]=O)[CH3:19].[NH2:33][C:34]([NH2:36])=[O:35].Cl>C(O)C>[CH2:18]([O:20][C:21]1[CH:22]=[C:23]([CH:24]2[C:9]([C:5]3[CH:6]=[CH:7][CH:8]=[C:3]([O:2][CH3:1])[CH:4]=3)=[C:10]([C:12]3[CH:17]=[CH:16][CH:15]=[CH:14][CH:13]=3)[NH:36][C:34](=[O:35])[NH:33]2)[CH:26]=[C:27]([N+:30]([O-:32])=[O:31])[C:28]=1[OH:29])[CH3:19]. Procedure details: To a solution of 2-(3-methoxyphenyl)-1-phenylethanone (400 mg, 1.77 mmol), 3-ethoxy-4-hydroxy-5-nitrobenzaldehyde (374 mg, 1.77 mmol) and urea (244 mg, 5.31 mmol) in 20 mL of ethanol was added 0.2 mL of concentrated HCl, then the mixture was stirred at reflux for 4 days. After the solvent was removed under reduced pressure, the residue was purified by HPLC (35-65% acetonitrile+0.1% trifluoroacetic acid in water, over 15 min.) and then purified by thin layer chromatography (PE:EtOAc=1:2) further ... Starting materials: FC(S(=O)(=O)NC1=CC=C(C=C1)CN1C(C2=CN=C3C=CC=C(C1=O)N32)=O)(F)F (4,5-dihydro-4-[4-(trifluoromethanesulfonamido) phenylmethyl]-3H-1,4,8b-triazaacenaphthylene-3,5-dione), Cl (HCl). Solvent: CO (methanol). The product is Cl.FC(S(=O)(=O)NC1=CC=C(C=C1)CN1C(C2=CN=C3C=CC=C(C1=O)N32)=O)(F)F (4,5-dihydro-4-[4-(trifluoromethane sulfonamido)phenylmethyl]-3H-1,4,8b-triazaacenaphthylene-3,5-dione-hydrochloride). As a reaction SMILES: [F:1][C:2]([F:29])([F:28])[S:3]([NH:6][C:7]1[CH:12]=[CH:11][C:10]([CH2:13][N:14]2[C:24](=[O:25])[C:23]3[N:26]4[C:16](=[CH:17][N:18]=[C:19]4[CH:20]=[CH:21][CH:22]=3)[C:15]2=[O:27])=[CH:9][CH:8]=1)(=[O:5])=[O:4].[ClH:30]>CO>[ClH:30].[F:28][C:2]([F:1])([F:29])[S:3]([NH:6][C:7]1[CH:12]=[CH:11][C:10]([CH2:13][N:14]2[C:24](=[O:25])[C:23]3[N:26]4[C:16](=[CH:17][N:18]=[C:19]4[CH:20]=[CH:21][CH:22]=3)[C:15]2=[O:27])=[CH:9][CH:8]=1)(=[O:4])=[O:5] |f:3.4|. Procedure details: To a suspension of 129 mg (0.30 mmol) of 4,5-dihydro-4-[4-(trifluoromethanesulfonamido) phenylmethyl]-3H-1,4,8b-triazaacenaphthylene-3,5-dione in 10 ml of methanol was added 0.04 ml of conc. HCl. The solvent was distilled off. To the residue was added acetone. The resulting solid was washed with acetone and dried to afford 141 mg of the desired compound (100%, a pale brown solid).